Dataset: the Open Reaction Database (ORD), a public repository of structured organic reaction records. Task: describe an organic reaction: reactants, conditions, products, and yield The reactants are ClCCCC(CCCCC)OC(C)=O (1-chloro-4-acetoxynonane), C(C)(=O)OC(CCCN(S(=O)(=O)C)CCCCCCC(=O)OCC)C(CCCC)(C)C (ethyl 7-[N-(4-acetoxy-5,5-dimethylnonyl)methanesulfonamido]heptanoate), ClCCCC(C(CCCC)(C)C)OC(C)=O (1-chloro-4-acetoxy-5,5-dimethylnonane), product. Yields the product O[C@@H](C#CCN(S(=O)(=O)C)CCCCCCC(=O)O)CCCCC (7-[N-(4(R)-hydroxy-2-nonynyl)methanesulfonamido]heptanoic acid). Reaction SMILES: ClCCCC(OC(=O)C)CCCCC.ClCCCC(OC(=O)C)C(C)(C)CCCC.C([O:34][CH:35]([C:55](C)(C)[CH2:56][CH2:57][CH2:58][CH3:59])[CH2:36][CH2:37][CH2:38][N:39]([CH2:44][CH2:45][CH2:46][CH2:47][CH2:48][CH2:49][C:50]([O:52]CC)=[O:51])[S:40]([CH3:43])(=[O:42])=[O:41])(=O)C>>[OH:34][C@H:35]([CH2:55][CH2:56][CH2:57][CH2:58][CH3:59])[C:36]#[C:37][CH2:38][N:39]([CH2:44][CH2:45][CH2:46][CH2:47][CH2:48][CH2:49][C:50]([OH:52])=[O:51])[S:40]([CH3:43])(=[O:41])=[O:42]. Reported procedure: The synthesis of this compound is carried out as described in Example 1 except that, in Step A, the 1-chloro-4-acetoxynonane is replaced by an equimolar amount of 1-chloro-4-acetoxy-5,5-dimethylnonane (Example G). The product of Step A is thus ethyl 7-[N-(4-acetoxy-5,5-dimethylnonyl)methanesulfonamido]heptanoate. The subsequent step yields 7-[N-(4-hydroxy-5,5-dimethylnonyl)methanesulfonamido]heptanoic acid (B).